This data is from the Open Reaction Database (ORD), a public repository of structured organic reaction records. The task is: describe an organic reaction: reactants, conditions, products, and yield Reactants: 5h, ClCC1CO1 (1-chloro-2,3-epoxypropane), NC1CCCC1 (amino cyclopentane), C([O-])(O)=O.[Na+] (sodium bicarbonate). The solvent is C(C)#N (acetonitrile). The product is C1(CCCC1)N1CC(C1)O (1-Cyclopentylazetidin-3-ol). Yield: 40.0%. RXN SMILES: Cl[CH2:2][CH:3]1[O:5][CH2:4]1.[NH2:6][CH:7]1[CH2:11][CH2:10][CH2:9][CH2:8]1.C(=O)(O)[O-].[Na+]>C(#N)C>[CH:7]1([N:6]2[CH2:4][CH:3]([OH:5])[CH2:2]2)[CH2:11][CH2:10][CH2:9][CH2:8]1 |f:2.3|. Procedure details: To a solution of 1-chloro-2,3-epoxypropane (784 μL, 10 mmol) and amino cyclopentane (988 μL, 10 mmol) in dry acetonitrile (10 ml), sodium bicarbonate (1.68 g, 20 mmol) was added, and the resulting mixture was heated to reflux until the completion of reaction (TLC, 5h). The reaction mixture was cooled to room temperature and filtered through Celite. Filtrate was concentrated in vacuo to afford an oily residue, which was purified by flash chromatography (silica gel, EtOAC/MeOH, 9:1) to furnish the... The reactants are CC(C)CN(C(=O)c1nnn(-c2ccccc2F)c1CBr)C1CC(C(=O)N2CCOCC2)CN(C(=O)OC(C)(C)C)C1, CCOP(=O)(OCC)OCC, CCOC(C)=O, CN(C)C=O. Product: CCOP(=O)(Cc1c(C(=O)N(CC(C)C)C2CC(C(=O)N3CCOCC3)CN(C(=O)OC(C)(C)C)C2)nnn1-c1ccccc1F)OCC. Reaction SMILES: [Br:1][CH2:2][c:3]1[c:4]([C:15](=[O:16])[N:17]([CH:18]2[CH2:19][N:20]([C:32](=[O:33])[O:34][C:35]([CH3:36])([CH3:37])[CH3:38])[CH2:21][CH:22]([C:24](=[O:25])[N:26]3[CH2:27][CH2:28][O:29][CH2:30][CH2:31]3)[CH2:23]2)[CH2:39][CH:40]([CH3:41])[CH3:42])[n:5][n:6][n:7]1-[c:8]1[c:9]([F:14])[cH:10][cH:11][cH:12][cH:13]1.[CH3:43][CH2:44][O:45][P:46](=[O:47])([O:48][CH2:49][CH3:50])[O:51][CH2:52][CH3:53].[CH3:59][CH2:60][O:61][C:62](=[O:63])[CH3:64].[O:54]=[CH:55][N:56]([CH3:57])[CH3:58]>>[CH2:2]([c:3]1[c:4]([C:15](=[O:16])[N:17]([CH:18]2[CH2:19][N:20]([C:32](=[O:33])[O:34][C:35]([CH3:36])([CH3:37])[CH3:38])[CH2:21][CH:22]([C:24](=[O:25])[N:26]3[CH2:27][CH2:28][O:29][CH2:30][CH2:31]3)[CH2:23]2)[CH2:39][CH:40]([CH3:41])[CH3:42])[n:5][n:6][n:7]1-[c:8]1[c:9]([F:14])[cH:10][cH:11][cH:12][cH:13]1)[P:46]([O:45][CH2:44][CH3:43])(=[O:47])[O:48][CH2:49][CH3:50].